From a dataset of the Open Reaction Database (ORD), a public repository of structured organic reaction records. describe an organic reaction: reactants, conditions, products, and yield Reactants: CCOC(=O)C1CCC(Cc2nc3ncccc3[nH]2)CC1, [Li+], [OH-]. Product: O=C(O)C1CCC(Cc2nc3ncccc3[nH]2)CC1. Reaction SMILES: [CH2:1]([CH3:2])[O:3][C:4](=[O:5])[CH:6]1[CH2:7][CH2:8][CH:9]([CH2:12][c:13]2[nH:14][c:15]3[c:16]([n:17][cH:18][cH:19][cH:20]3)[n:21]2)[CH2:10][CH2:11]1.[Li+:23].[OH-:22]>>[O:3]=[C:4]([OH:5])[CH:6]1[CH2:7][CH2:8][CH:9]([CH2:12][c:13]2[nH:14][c:15]3[c:16]([n:17][cH:18][cH:19][cH:20]3)[n:21]2)[CH2:10][CH2:11]1. Reactants: FC1=CC=C(C=C1)C1CNC2=CC=CC=C2C1 (3-(4-fluorophenyl)-1,2,3,4-tetrahydroquinoline), Cl (hydrochloric acid), N(=O)[O-].[Na+] (sodium nitrite). Run in C(C)O (ethanol), O (water). Conditions: temperature 0 celsius, time 1 hour. The product is FC1=CC=C(C=C1)C1CN(C2=CC=CC=C2C1)N=O (3-(4-fluorophenyl)-1-nitroso-1,2,3,4-tetrahydroquinoline). Yield: 95.8%. Reaction SMILES: [F:1][C:2]1[CH:7]=[CH:6][C:5]([CH:8]2[CH2:17][C:16]3[C:11](=[CH:12][CH:13]=[CH:14][CH:15]=3)[NH:10][CH2:9]2)=[CH:4][CH:3]=1.Cl.[N:19]([O-])=[O:20].[Na+]>C(O)C.O>[F:1][C:2]1[CH:3]=[CH:4][C:5]([CH:8]2[CH2:17][C:16]3[C:11](=[CH:12][CH:13]=[CH:14][CH:15]=3)[N:10]([N:19]=[O:20])[CH2:9]2)=[CH:6][CH:7]=1 |f:2.3|. Procedure details: To a solution of 3-(4-fluorophenyl)-1,2,3,4-tetrahydroquinoline (0.25 g, 0.0011 mol) in ethanol (1.2 mL) was added 1N hydrochloric acid (1.2 mL). The reaction mixture was cooled to 0° C., and to this a cold solution of sodium nitrite (0.151 g, 0.0022 mol) in water (3.0 mL) was added at the same temperature. The reaction mixture was warmed to RT and stirred for 1 h. After completion of reaction (monitored by TLC), solvent was removed under reduced pressure to obtain product as a brown colored oil...